Dataset: the Open Reaction Database (ORD), a public repository of structured organic reaction records. Task: describe an organic reaction: reactants, conditions, products, and yield The reactants are O=C1N(C=C(C(N1)=O)C#N)CCCCN1C[C@]2(C[C@H]2C1)C1=CC=C(C=C1)C(F)(F)F (2,4-dioxo-1-(4-{(1S,5R)-1-[4-(trifluoromethyl)phenyl]-3-azabicyclo[3.1.0]hex-3-yl}butyl)-1,2,3,4-tetrahydro-5-pyrimidinecarbonitrile), Cl (HCl). Run in O1CCOCC1 (dioxane). Product: Cl.O=C1N(C=C(C(N1)=O)C#N)CCCCN1C[C@]2(C[C@H]2C1)C1=CC=C(C=C1)C(F)(F)F (2,4-dioxo-1-(4-{(1S,5R)-1-[4-(trifluoromethyl)phenyl]-3-azabicyclo[3.1.0]hex-3-yl}butyl)-1,2,3,4-tetrahydro-5-pyrimidinecarbonitrile hydrochloride). As a reaction SMILES: [O:1]=[C:2]1[NH:7][C:6](=[O:8])[C:5]([C:9]#[N:10])=[CH:4][N:3]1[CH2:11][CH2:12][CH2:13][CH2:14][N:15]1[CH2:20][C@H:19]2[C@:17]([C:21]3[CH:26]=[CH:25][C:24]([C:27]([F:30])([F:29])[F:28])=[CH:23][CH:22]=3)([CH2:18]2)[CH2:16]1.[ClH:31]>O1CCOCC1>[ClH:31].[O:1]=[C:2]1[NH:7][C:6](=[O:8])[C:5]([C:9]#[N:10])=[CH:4][N:3]1[CH2:11][CH2:12][CH2:13][CH2:14][N:15]1[CH2:20][C@H:19]2[C@:17]([C:21]3[CH:22]=[CH:23][C:24]([C:27]([F:30])([F:29])[F:28])=[CH:25][CH:26]=3)([CH2:18]2)[CH2:16]1 |f:3.4|. Reported procedure: 2,4-dioxo-1-(4-{(1S,5R)-1-[4-(trifluoromethyl)phenyl]-3-azabicyclo[3.1.0]hex-3-yl}butyl)-1,2,3,4-tetrahydro-5-pyrimidinecarbonitrile was treated with a solution of 4N HCl in dioxane (200 μl) to give the title compound as a pale yellow solid. (76 mg). Reactants: C1(CC1)CN1[C@H]2[C@@]3(CC[C@@H]([C@H]4[C@@]3(C=3C(=C(C=CC3C2)O)O4)CC1)N(C(CC1=CC(=C(C=C1)Cl)Cl)=O)C)O (17-cyclopropylmethyl-4,5α-epoxy-3,14β-dihydroxy-6α-(N-methyl-3,4-dichlorophenylacetamido)morphinan), 17-cyclopropylmethyl-4,5α-epoxy-3,14β-dihydroxy-6β-[N-methyl-trans-3-(3-furan)acrylamido]morphinan, C1(CC1)CN1[C@H]2[C@@]3(CC[C@H]([C@H]4[C@@]3(C=3C(=C(C=CC3C2)O)O4)CC1)N(C(C#CC1=CC(=CC=C1)C)=O)C)O (17-cyclopropylmethyl-4,5α-epoxy-3,14β-dihydroxy-6β-[N-methyl-3-(3-methylphenyl)propiolamido]morphinan). Product: 17-cyclopropylmethyl-4,5α-epoxy-14β-hydroxy-3-methoxy-6β-[N-methyl-trans-3-(3-furan)acrylamido]morphinan hydrochloride, Cl.C1(CC1)CN1[C@H]2[C@@]3(CC[C@H]([C@H]4[C@@]3(C=3C(=C(C=CC3C2)OC)O4)CC1)N(C(C#CC1=CC(=CC=C1)C)=O)C)O (17-cyclopropylmethyl-4,5α-epoxy-14β-hydroxy-3-methoxy-6β-[N-methyl-3-(3-methylphenyl)propiolamido]morphinan hydrochloride). The yield is 76.0%. As a reaction SMILES: [CH:1]1([CH2:4][N:5]2[CH2:23][CH2:22][C@:12]34[C:13]5[C:14]6[O:21][C@H:11]3[C@H:10]([N:24]([CH3:36])[C:25](=[O:35])[C:26]#[C:27][C:28]3[CH:33]=[CH:32][CH:31]=[C:30]([CH3:34])[CH:29]=3)[CH2:9][CH2:8][C@@:7]4([OH:37])[C@H:6]2[CH2:19][C:18]=5[CH:17]=[CH:16][C:15]=6[OH:20])[CH2:3][CH2:2]1.[CH:38]1(CN2CC[C@]34C5C6O[C@H]3[C@@H](N(C)C(=O)CC3C=CC([Cl:70])=C(Cl)C=3)CC[C@@]4(O)[C@H]2CC=5C=CC=6O)CC1>>[ClH:70].[CH:1]1([CH2:4][N:5]2[CH2:23][CH2:22][C@:12]34[C:13]5[C:14]6[O:21][C@H:11]3[C@H:10]([N:24]([CH3:36])[C:25](=[O:35])[C:26]#[C:27][C:28]3[CH:33]=[CH:32][CH:31]=[C:30]([CH3:34])[CH:29]=3)[CH2:9][CH2:8][C@@:7]4([OH:37])[C@H:6]2[CH2:19][C:18]=5[CH:17]=[CH:16][C:15]=6[O:20][CH3:38])[CH2:2][CH2:3]1 |f:2.3|. Reported procedure: The procedure of Example 132 was repeated, except that 17-cyclopropylmethyl-4,5α-epoxy-3,14β-dihydroxy-6β-[N-methyl-trans-3-(3-furan)acrylamido]morphinan (free base of 78) and 17-cyclopropylmethyl-4,5α-epoxy-3,14β-dihydroxy-6β-[N-methyl-3-(3-methylphenyl)propiolamido]morphinan (free base of 172) were used instead of 17-cyclopropylmethyl-4,5α-epoxy-3,14β-dihydroxy-6α-(N-methyl-3,4-dichlorophenylacetamido)morphinan (free base of 1), thereby preparing 17-cyclopropylmethyl-4,5α-epoxy-14β-hydroxy-3-m... The reactants are C=CCCl, CCO, [K+], [OH-], CCOC(=O)NO. Product: C=CCONC(=O)OCC. RXN SMILES: [CH2:8]([CH:9]=[CH2:10])[Cl:11].[CH3:14][CH2:15][OH:16].[K+:13].[OH-:12].[OH:1][NH:2][C:3](=[O:4])[O:5][CH2:6][CH3:7]>>[O:1]([NH:2][C:3](=[O:4])[O:5][CH2:6][CH3:7])[CH2:10][CH:9]=[CH2:8]. Starting materials: C([O-])(O)=O.[Na+] (sodium bicarbonate), C(C)(=O)O (Acetic acid), C(C)(C)(C)OC(=O)N1CCC2(C(NC(=N2)SC)=O)CC1 (2-methylsulfanyl-4-oxo-1,3,8-triaza-spiro[4.5]dec-1-ene-8-carboxylic acid tert-butyl ester), FC(C=1C=C(N)C=CC1)(F)F (m-trifluoromethylaniline). Solvent: CC(=O)N(C)C (DMA). The product is C(C)(C)(C)OC(=O)N1CCC2(C(NC(=N2)NC2=CC(=CC=C2)C(F)(F)F)=O)CC1 (4-oxo-2-(3-trifluoromethyl-phenylamino)-1,3,8-triaza-spiro[4.5]dec-1-ene-8-carboxylic acid tert-butyl ester). Isolated yield 50.5%. As a reaction SMILES: C(O)(=O)C.[C:5]([O:9][C:10]([N:12]1[CH2:24][CH2:23][C:15]2([N:19]=[C:18](SC)[NH:17][C:16]2=[O:22])[CH2:14][CH2:13]1)=[O:11])([CH3:8])([CH3:7])[CH3:6].[F:25][C:26]([F:35])([F:34])[C:27]1[CH:28]=[C:29]([CH:31]=[CH:32][CH:33]=1)[NH2:30].C(=O)(O)[O-].[Na+]>CC(N(C)C)=O>[C:5]([O:9][C:10]([N:12]1[CH2:24][CH2:23][C:15]2([N:19]=[C:18]([NH:30][C:29]3[CH:31]=[CH:32][CH:33]=[C:27]([C:26]([F:25])([F:34])[F:35])[CH:28]=3)[NH:17][C:16]2=[O:22])[CH2:14][CH2:13]1)=[O:11])([CH3:8])([CH3:7])[CH3:6] |f:3.4|. Reported procedure: Acetic acid (0.275 ml, 4.8 mmol) was added to a solution of 2-methylsulfanyl-4-oxo-1,3,8-triaza-spiro[4.5]dec-1-ene-8-carboxylic acid tert-butyl ester (72 mg, 0.24 mmol) and m-trifluoromethylaniline (0.150 ml, 1.2 mmol) in DMA (1.0 ml), and the mixture was irradiated with microwaves at 150° C. for 20 minutes. A saturated aqueous sodium bicarbonate solution was added to the reaction mixture, followed by extraction with ethyl acetate. The organic layers were combined, washed with saturated brine a... Starting materials: ClC1=CC=C(C=C1)S(=O)(=O)NC(CCC1=CC=C(C(=O)OC)C=C1)C=1C=NC=CC1 (methyl 4-[3-(4-chlorobenzenesulfonamido)-3-(3-pyridyl)propyl}benzoate), [OH-].[Na+] (sodium hydroxide), Cl (hydrogen chloride). Solvent: methanol-1,4 dioxane, solution. Run at time 8 hour. Product: ClC1=CC=C(C=C1)S(=O)(=O)NC(CCC1=CC=C(C(=O)O)C=C1)C=1C=NC=CC1 (4-[3-(4-chlorobenzenesulfonamido)-3-(3-pyridyl)propyl]benzoic acid). Yield: 53.1%. As a reaction SMILES: [Cl:1][C:2]1[CH:7]=[CH:6][C:5]([S:8]([NH:11][CH:12]([C:25]2[CH:26]=[N:27][CH:28]=[CH:29][CH:30]=2)[CH2:13][CH2:14][C:15]2[CH:24]=[CH:23][C:18]([C:19]([O:21]C)=[O:20])=[CH:17][CH:16]=2)(=[O:10])=[O:9])=[CH:4][CH:3]=1.[OH-].[Na+].Cl>>[Cl:1][C:2]1[CH:3]=[CH:4][C:5]([S:8]([NH:11][CH:12]([C:25]2[CH:26]=[N:27][CH:28]=[CH:29][CH:30]=2)[CH2:13][CH2:14][C:15]2[CH:24]=[CH:23][C:18]([C:19]([OH:21])=[O:20])=[CH:17][CH:16]=2)(=[O:9])=[O:10])=[CH:6][CH:7]=1 |f:1.2|. Procedure: To 20 ml of the solution of 0.14 g of methyl 4-[3-(4-chlorobenzenesulfonamido)-3-(3-pyridyl)propyl}benzoate in methanol-1,4 dioxane (1:1) was added 5 ml of aqueous 2N sodium hydroxide solution, and stirred at room temperature overnight. After completion of the reaction followed by neutralization with 5 ml of 2N hydrogen chloride, the crystalline deposited was filtered to obtain 72 mg of 4-[3-(4-chlorobenzenesulfonamido)-3-(3-pyridyl)propyl]benzoic acid. The spectrometric data supports the struct... Reactants: C1(=CC=CC=C1)CCCC1=CC=C(C(=O)O)C=C1 (4-(3-phenyl-propyl)-benzoic acid), C1(=CC=CC=C1)CCCC1=CC=C(C=C1)CO ([4-(3-phenyl-propyl)-phenyl]-methanol), N(=C=O)[C@@H](C(=O)[O-])CC1=CC=CC=C1 ((R)-2-isocyanato-3-phenyl-propionate), [N-]=C=O.COC([C@@H](N)CC1=CC=CC=C1)=O (phenylalanine methyl ester isocyanate). Yields the product C1(=CC=CC=C1)CC(C(=O)O)NC(=O)OCC1=CC=C(C=C1)CCCC1=CC=CC=C1 (3-Phenyl-2-[4-(3-phenyl-propyl)-benzyloxycarbonylamino]-propionic acid). Reaction SMILES: [C:1]1([CH2:7][CH2:8][CH2:9][C:10]2[CH:18]=[CH:17][C:13]([C:14]([OH:16])=O)=[CH:12][CH:11]=2)[CH:6]=[CH:5][CH:4]=[CH:3][CH:2]=1.C1(CCCC2C=CC(CO)=CC=2)C=CC=CC=1.[N:36]([C@H:39]([CH2:43][C:44]1[CH:49]=[CH:48][CH:47]=[CH:46][CH:45]=1)[C:40]([O-:42])=[O:41])=[C:37]=[O:38].[N-]=C=O.COC(=O)[C@H](CC1C=CC=CC=1)N>>[C:44]1([CH2:43][CH:39]([NH:36][C:37]([O:16][CH2:14][C:13]2[CH:12]=[CH:11][C:10]([CH2:9][CH2:8][CH2:7][C:1]3[CH:2]=[CH:3][CH:4]=[CH:5][CH:6]=3)=[CH:18][CH:17]=2)=[O:38])[C:40]([OH:42])=[O:41])[CH:45]=[CH:46][CH:47]=[CH:48][CH:49]=1 |f:3.4|. Procedure details: 3-Phenyl-2-[4-(3-phenyl-propyl)-benzyloxycarbonylamino]-propionic acid 168, mp. 134.8-135.2° C. was prepared from 4-(3-phenyl-propyl)-benzoic acid (commercially available from Aldrich) followed by reduction to [4-(3-phenyl-propyl)-phenyl]-methanol, condensation with (R)-2-isocyanato-3-phenyl-propionate of formula 5 and hydrolysis as described for example in Example 1. The reactants are C1CCOC1, ClCCl, CC(=O)OC(C)=O, O=CO, Nc1cccc2c1Oc1ccccc1C2=C1CC2CCC(C1)N2C(=O)C(F)(F)F. The product is O=CNc1cccc2c1Oc1ccccc1C2=C1CC2CCC(C1)N2C(=O)C(F)(F)F. RXN SMILES: [CH2:40]1[O:41][CH2:42][CH2:43][CH2:44]1.[CH2:45]([Cl:46])[Cl:47].[CH3:1][C:2]([O:3][C:4](=[O:5])[CH3:6])=[O:7].[CH:8](=[O:9])[OH:10].[NH2:11][c:12]1[cH:13][cH:14][cH:15][c:16]2[c:25]1[O:24][c:23]1[c:18]([cH:19][cH:20][cH:21][cH:22]1)[C:17]2=[C:26]1[CH2:27][CH:28]2[CH2:29][CH2:30][CH:31]([CH2:32]1)[N:33]2[C:34]([C:35]([F:36])([F:37])[F:38])=[O:39]>>[CH:8](=[O:10])[NH:11][c:12]1[cH:13][cH:14][cH:15][c:16]2[c:25]1[O:24][c:23]1[c:18]([cH:19][cH:20][cH:21][cH:22]1)[C:17]2=[C:26]1[CH2:27][CH:28]2[CH2:29][CH2:30][CH:31]([CH2:32]1)[N:33]2[C:34]([C:35]([F:36])([F:37])[F:38])=[O:39]. Starting materials: Cc1cc(Br)cnc1N1CCNC(C)C1, CCO, CC1CCCN1c1nc(Cl)cc(-c2ccc(F)cc2)n1, [Na+], O=C([O-])O. Product: Cc1cc(Br)cnc1N1CCN(c2cc(-c3ccc(F)cc3)nc(N3CCCC3C)n2)C(C)C1. RXN SMILES: [Br:21][c:22]1[cH:23][c:24]([CH3:35])[c:25]([N:28]2[CH2:29][CH:30]([CH3:34])[NH:31][CH2:32][CH2:33]2)[n:26][cH:27]1.[CH3:41][CH2:42][OH:43].[Cl:1][c:2]1[n:3][c:4]([N:15]2[CH:16]([CH3:20])[CH2:17][CH2:18][CH2:19]2)[n:5][c:6](-[c:8]2[cH:9][cH:10][c:11]([F:14])[cH:12][cH:13]2)[cH:7]1.[Na+:40].[O-:36][C:37]([OH:38])=[O:39]>>[c:2]1([N:31]2[CH:30]([CH3:34])[CH2:29][N:28]([c:25]3[c:24]([CH3:35])[cH:23][c:22]([Br:21])[cH:27][n:26]3)[CH2:33][CH2:32]2)[n:3][c:4]([N:15]2[CH:16]([CH3:20])[CH2:17][CH2:18][CH2:19]2)[n:5][c:6](-[c:8]2[cH:9][cH:10][c:11]([F:14])[cH:12][cH:13]2)[cH:7]1. Starting materials: S(=O)(Cl)Cl (thionyl chloride), FC=1C=C2C(=CC1)O[C@@H](C[C@]21NC(NC1=O)=O)C(=O)O ((2S,4S)-6-fluoro-2',5'-dioxospiro[chroman-4,4'-imidazolidine]-2-carboxylic acid). Product: FC=1C=C2C(=CC1)O[C@@H](C[C@]21NC(NC1=O)=O)C(=O)Cl ((2S,4S)-6-fluoro-2',5'-dioxospiro[chroman-4,4'-imidazolidine]-2-carbonyl chloride). RXN SMILES: S(Cl)([Cl:3])=O.[F:5][C:6]1[CH:7]=[C:8]2[C@:15]3([C:19](=[O:20])[NH:18][C:17](=[O:21])[NH:16]3)[CH2:14][C@@H:13]([C:22]([OH:24])=O)[O:12][C:9]2=[CH:10][CH:11]=1>>[F:5][C:6]1[CH:7]=[C:8]2[C@:15]3([C:19](=[O:20])[NH:18][C:17](=[O:21])[NH:16]3)[CH2:14][C@@H:13]([C:22]([Cl:3])=[O:24])[O:12][C:9]2=[CH:10][CH:11]=1. Procedure: To thionyl chloride (24.9 ml, 3.57 mol) was added (2S,4S)-6-fluoro-2',5'-dioxospiro[chroman-4,4'-imidazolidine]-2-carboxylic acid (20.0 g, 71.4 mmol). After refluxing the mixture under argon atmosphere for 22 hours, the excess thionyl chloride was evaporated in vacuo to dryness to give quantitatively crude crystals of (2S,4S)-6-fluoro-2',5'-dioxospiro[chroman-4,4'-imidazolidine]-2-carbonyl chloride.